This data is from the Open Reaction Database (ORD), a public repository of structured organic reaction records. The task is: describe an organic reaction: reactants, conditions, products, and yield Starting materials: NC=1C(=CC(=C(C1)C(CCCCCl)=O)OC)OC (1-(5-amino-2,4-dimethoxyphenyl)-5-chloro-1-pentanone), FC(C1=CC=C(C=C1)S(=O)(=O)Cl)(F)F (4-trifluoromethylbenzenesulfonyl chloride). Solvent: C1CCOC1 (THF). Reaction conditions: temperature 25 celsius, time 16 hour. Product: ClCCCCC(=O)C=1C(=CC(=C(C1)NS(=O)(=O)C1=CC=C(C=C1)C(F)(F)F)OC)OC (N-[5-(5-chloropentanoyl)-2,4-dimethoxyphenyl]-4-trifluoromethylbenzenesulfonamide). The yield is 85.0%. RXN SMILES: [NH2:1][C:2]1[C:3]([O:17][CH3:18])=[CH:4][C:5]([O:15][CH3:16])=[C:6]([C:8](=[O:14])[CH2:9][CH2:10][CH2:11][CH2:12][Cl:13])[CH:7]=1.[F:19][C:20]([F:32])([F:31])[C:21]1[CH:26]=[CH:25][C:24]([S:27](Cl)(=[O:29])=[O:28])=[CH:23][CH:22]=1>C1COCC1>[Cl:13][CH2:12][CH2:11][CH2:10][CH2:9][C:8]([C:6]1[C:5]([O:15][CH3:16])=[CH:4][C:3]([O:17][CH3:18])=[C:2]([NH:1][S:27]([C:24]2[CH:23]=[CH:22][C:21]([C:20]([F:19])([F:31])[F:32])=[CH:26][CH:25]=2)(=[O:29])=[O:28])[CH:7]=1)=[O:14]. Reported procedure: A mixture of 1-(5-amino-2,4-dimethoxyphenyl)-5-chloro-1-pentanone (0.54 g, 2 mmol), prepared as in Example 13, 4-trifluoromethylbenzenesulfonyl chloride (0.51 g, 2.1 mmol) triethylamine (0.25 g, 2.5 mmol) and THF (approximately 50 mL) was stirred 16 hours at approximately 25° C. The mixture was concentrated and the residue was partitioned between ethyl acetate and dilute ammonium hydroxide. The organic layer was washed with water (1×) and then brine (1×), dried (K2CO3), filtered and concentrated... Reactants: BrCc1ccc2ccccc2c1, OC1CN(Cc2ccccc2)CCC1c1cccc(OCc2ccccc2)c1. Product: c1ccc(COc2cccc(C3CCN(Cc4ccccc4)CC3OCc3ccc4ccccc4c3)c2)cc1. As a reaction SMILES: [Br:29][CH2:30][c:31]1[cH:32][c:33]2[cH:34][cH:35][cH:36][cH:37][c:38]2[cH:39][cH:40]1.[CH2:1]([c:2]1[cH:3][cH:4][cH:5][cH:6][cH:7]1)[N:8]1[CH2:9][CH:10]([OH:28])[CH:11]([c:14]2[cH:15][c:16]([O:20][CH2:21][c:22]3[cH:23][cH:24][cH:25][cH:26][cH:27]3)[cH:17][cH:18][cH:19]2)[CH2:12][CH2:13]1>>[CH2:1]([c:2]1[cH:3][cH:4][cH:5][cH:6][cH:7]1)[N:8]1[CH2:9][CH:10]([O:28][CH2:30][c:31]2[cH:32][c:33]3[cH:34][cH:35][cH:36][cH:37][c:38]3[cH:39][cH:40]2)[CH:11]([c:14]2[cH:15][c:16]([O:20][CH2:21][c:22]3[cH:23][cH:24][cH:25][cH:26][cH:27]3)[cH:17][cH:18][cH:19]2)[CH2:12][CH2:13]1. Reactants: FC(C1=CC(=CC2=CC=CC=C12)OC1CCNCC1)(F)F (4-(4-trifluoromethyl-2-naphthalenyloxy)piperidine), ClCCCC(=O)C1=CC=C(C=C1)F (4-chloro-1-(4-fluorophenyl)-1-butanone), CC1=C(C=CC2=CC=CC=C12)OC1CCNCC1 (4-(1-methyl-2-naphthalenyloxy)piperidine), BrCCCCCC(=O)C1=CC=C(C=C1)OC (6-bromo-1-(4-methoxyphenyl)-1-hexanone). Product: FC(C1=CC(=CC2=CC=CC=C12)OC1CCN(CC1)CCCCCC(=O)C1=CC=C(C=C1)OC)(F)F (6-[4-(4-trifluoromethyl-2-naphthalenyloxy)-1-piperidyl]-1-(4-methoxyphenyl)-1-hexanone). Reaction SMILES: [F:1][C:2]([F:21])([F:20])[C:3]1[C:12]2[C:7](=[CH:8][CH:9]=[CH:10][CH:11]=2)[CH:6]=[C:5]([O:13][CH:14]2[CH2:19][CH2:18][NH:17][CH2:16][CH2:15]2)[CH:4]=1.CC1C2C(=CC=CC=2)C=CC=1OC1CCNCC1.Br[CH2:41][CH2:42][CH2:43][CH2:44][CH2:45][C:46]([C:48]1[CH:53]=[CH:52][C:51]([O:54][CH3:55])=[CH:50][CH:49]=1)=[O:47].ClCCCC(C1C=CC(F)=CC=1)=O>>[F:21][C:2]([F:1])([F:20])[C:3]1[C:12]2[C:7](=[CH:8][CH:9]=[CH:10][CH:11]=2)[CH:6]=[C:5]([O:13][CH:14]2[CH2:19][CH2:18][N:17]([CH2:41][CH2:42][CH2:43][CH2:44][CH2:45][C:46]([C:48]3[CH:53]=[CH:52][C:51]([O:54][CH3:55])=[CH:50][CH:49]=3)=[O:47])[CH2:16][CH2:15]2)[CH:4]=1. Procedure details: When in the procedure of Example 18, 4-(4-trifluoromethyl-2-naphthalenyloxy)piperidine is substituted for 4-(1-methyl-2-naphthalenyloxy)piperidine and 6-bromo-1-(4-methoxyphenyl)-1-hexanone substituted for 4-chloro-1-(4-fluorophenyl)-1-butanone, 6-[4-(4-trifluoromethyl-2-naphthalenyloxy)-1-piperidyl]-1-(4-methoxyphenyl)-1-hexanone is obtained.